From a dataset of the Open Reaction Database (ORD), a public repository of structured organic reaction records. describe an organic reaction: reactants, conditions, products, and yield The reactants are CCOC(=O)N1CCN(C(=O)C(CC2COC(C)(C)O2)NC(=O)OCc2ccccc2)CC1, CCOC(C)=O, [H][H]. Product: CCOC(=O)N1CCN(C(=O)C(N)CC2COC(C)(C)O2)CC1. Reaction SMILES: [CH2:1]([CH3:2])[O:3][C:4](=[O:5])[N:6]1[CH2:7][CH2:8][N:9]([C:12]([CH:13]([CH2:14][CH:15]2[O:16][C:17]([CH3:20])([CH3:21])[O:18][CH2:19]2)[NH:22][C:23]([O:24][CH2:25][c:26]2[cH:27][cH:28][cH:29][cH:30][cH:31]2)=[O:32])=[O:33])[CH2:10][CH2:11]1.[CH3:36][CH2:37][O:38][C:39](=[O:40])[CH3:41].[H:34][H:35]>>[CH2:1]([CH3:2])[O:3][C:4](=[O:5])[N:6]1[CH2:7][CH2:8][N:9]([C:12]([CH:13]([CH2:14][CH:15]2[O:16][C:17]([CH3:20])([CH3:21])[O:18][CH2:19]2)[NH2:22])=[O:33])[CH2:10][CH2:11]1. The reactants are COCC1COC(=O)N1c1ccc(C(=O)N2CCN(C(=O)OC(C)(C)C)CC2)cc1F, CCOC(C)=O, O=C([O-])O, CCOC(C)=O, Cl, [Na+]. Product: COCC1COC(=O)N1c1ccc(C(=O)N2CCNCC2)cc1F. RXN SMILES: [C:1]([O:2][C:3](=[O:4])[N:8]1[CH2:9][CH2:10][N:11]([C:14]([c:15]2[cH:16][c:17]([F:30])[c:18]([N:21]3[C:22](=[O:29])[O:23][CH2:24][CH:25]3[CH2:26][O:27][CH3:28])[cH:19][cH:20]2)=[O:31])[CH2:12][CH2:13]1)([CH3:5])([CH3:6])[CH3:7].[C:32]([O:33][CH2:34][CH3:35])(=[O:36])[CH3:37].[C:39](=[O:40])([O-:41])[OH:42].[CH3:44][CH2:45][O:46][C:47](=[O:48])[CH3:49].[ClH:38].[Na+:43]>>[NH:8]1[CH2:9][CH2:10][N:11]([C:14]([c:15]2[cH:16][c:17]([F:30])[c:18]([N:21]3[C:22](=[O:29])[O:23][CH2:24][CH:25]3[CH2:26][O:27][CH3:28])[cH:19][cH:20]2)=[O:31])[CH2:12][CH2:13]1. Starting materials: O.NN (hydrazine monohydrate), COC(C1=NC(=CC(=C1)C)OC1=CC(=CC=C1)C(F)(F)F)=O (4-methyl-6-[3-(trifluoromethyl)phenoxy] picolinic acid methyl ester), resultant mixture. Solvent: CO (methanol). The product is CC1=CC(=NC(=C1)OC1=CC(=CC=C1)C(F)(F)F)C(=O)NN (4-methyl-6-[3-(trifluoromethyl)-phenoxy] picolinic acid hydrazide). Reaction SMILES: C[O:2][C:3](=O)[C:4]1[CH:9]=[C:8]([CH3:10])[CH:7]=[C:6]([O:11][C:12]2[CH:17]=[CH:16][CH:15]=[C:14]([C:18]([F:21])([F:20])[F:19])[CH:13]=2)[N:5]=1.O.[NH2:24][NH2:25]>CO>[CH3:10][C:8]1[CH:7]=[C:6]([O:11][C:12]2[CH:17]=[CH:16][CH:15]=[C:14]([C:18]([F:21])([F:20])[F:19])[CH:13]=2)[N:5]=[C:4]([C:3]([NH:24][NH2:25])=[O:2])[CH:9]=1 |f:1.2|. Procedure details: 4-methyl-6-[3-(trifluoromethyl)phenoxy] picolinic acid methyl ester (0.507 g, 0.00163 mol) was dissolved in 10 ml of methanol, and then mixed with hydrazine monohydrate (0.816 g, 0.00163×10 mol). The resultant mixture was refluxed for about 3 hours. The obtained reaction solution was concentrated, and the obtained residues were distributed in ethyl acetate-saturated sodium bicarbonate water. The organic phase separated from the solution was washed with water and then dried with anhydrous sodium ... The reactants are O (Water), C(C)(C)N(C(C)C)CC (N,N-diisopropylethylamine), ClC1=C(CCl)C=CC(=C1)Cl (2,4-dichlorobenzylchloride), ClC1=C(C(=O)O)C=CC(=C1)N (2-chloro-4-aminobenzoic acid). Run in C(Cl)Cl (methylene chloride). Reaction conditions: time 18 hour. Product: ClC1=C(C(=O)NC2=CC(=C(C(=O)O)C=C2)Cl)C=CC(=C1)Cl (4-[(2,4-Dichlorobenzoyl)amino]-2-chlorobenzoic acid). Reaction SMILES: [Cl:1][C:2]1[CH:10]=[C:9]([NH2:11])[CH:8]=[CH:7][C:3]=1[C:4]([OH:6])=[O:5].C(N(CC)C(C)C)(C)C.[Cl:21][C:22]1[CH:29]=[C:28]([Cl:30])[CH:27]=[CH:26][C:23]=1[CH2:24]Cl.[OH2:31]>C(Cl)Cl>[Cl:21][C:22]1[CH:29]=[C:28]([Cl:30])[CH:27]=[CH:26][C:23]=1[C:24]([NH:11][C:9]1[CH:8]=[CH:7][C:3]([C:4]([OH:6])=[O:5])=[C:2]([Cl:1])[CH:10]=1)=[O:31]. Procedure: To a stirred mixture of 5.19 g of 2-chloro-4-aminobenzoic acid in 150 ml of methylene chloride is added 7.86 g of N,N-diisopropylethylamine and 12.67 g of 2,4-dichlorobenzylchloride and stirring continued for 18 hours. Water is added to the filtrate and the organic layer dried with Na2 SO4 and concentrate in vacuo to give 13.68 g of the desired product, m.p. 171°-175° C.